From a dataset of the Open Reaction Database (ORD), a public repository of structured organic reaction records. describe an organic reaction: reactants, conditions, products, and yield As a reaction SMILES: CO.O.[CH3:4][C:5](O)=O.C[C:9]1[C:14]([F:15])=[N:13][C:12]([CH3:16])=[CH:11][N:10]=1.[F:17][B-:18]([F:21])([F:20])[F:19].C[O+](C)C>C(Cl)Cl>[F:17][B-:18]([F:21])([F:20])[F:19].[F:15][C:14]1[C:5]([CH3:4])=[N+:10]([CH3:9])[CH:11]=[C:12]([CH3:16])[N:13]=1 |f:0.1.2,4.5,7.8|. Product: F[B-](F)(F)F.FC=1C(=[N+](C=C(N1)C)C)C (3-fluoro-1,2,5-trimethylpyrazinium tetrafluoroborate). Solvent: C(Cl)Cl (CH2Cl2). Reactants: CO.O.CC(=O)O (MeOH water HOAc), solvent B, CC1=NC=C(N=C1F)C (2,5-dimethyl-3-fluoropyrazine), F[B-](F)(F)F.C[O+](C)C (trimethyloxonium tetrafluoroborate). Procedure: To a stirred suspension of Raney nickel (16 g.) in MeOH (13 ml.) at 0° was added a solution of 3-azidomethyl-7-[2-(2-aminothiazol-4-yl)-2-((Z)-methoxy-imino)acetamido]ceph-3-em-4-carboxylic acid (2.96 g.) in MeOH/TFA (14 ml., 1.13 ml.). After effervescence ceased the mixture was diluted with MeOH and filtered through paper. The filtrate was evaporated, the residue purified by HPLC using water/HOAc/MeOH 79:1:20 v/v/v as eluant and the product dried over P2O5 to give 3-aminomethyl-7-[2-(2-aminothi...